From a dataset of the Open Reaction Database (ORD), a public repository of structured organic reaction records. describe an organic reaction: reactants, conditions, products, and yield Procedure: 247 mg (558 μmol) of tert-butyl 2-[4-(5-chloro-2-cyanophenyl)-5-methoxy-2-oxopyridin-1(2H)-yl]-3-(1-methylcyclopropyl)propanoate (racemate) in 1 ml of dichloromethane and 859 μl (11.2 mmol) of TFA were reacted according to General Method 6A. The crude product was purified by preparative HPLC [column: Chromatorex C18, 10 μm, 125×30 mm, mobile phase: acetonitrile/0.1% formic acid gradient (0 to 3 min 10% acetonitrile, to 35 min 90% acetonitrile and a further 3 min 90% acetonitrile)]. Yield: 95 mg ... The solvent is ClCCl (dichloromethane). Reaction SMILES: [Cl:1][C:2]1[CH:3]=[CH:4][C:5]([C:30]#[N:31])=[C:6]([C:8]2[C:13]([O:14][CH3:15])=[CH:12][N:11]([CH:16]([CH2:24][C:25]3([CH3:28])[CH2:27][CH2:26]3)[C:17]([O:19]C(C)(C)C)=[O:18])[C:10](=[O:29])[CH:9]=2)[CH:7]=1.C(O)(C(F)(F)F)=O>ClCCl>[Cl:1][C:2]1[CH:3]=[CH:4][C:5]([C:30]#[N:31])=[C:6]([C:8]2[C:13]([O:14][CH3:15])=[CH:12][N:11]([CH:16]([CH2:24][C:25]3([CH3:28])[CH2:27][CH2:26]3)[C:17]([OH:19])=[O:18])[C:10](=[O:29])[CH:9]=2)[CH:7]=1. Conditions: time 35 minute. Yields the product ClC=1C=CC(=C(C1)C1=CC(N(C=C1OC)C(C(=O)O)CC1(CC1)C)=O)C#N (2-[4-(5-Chloro-2-cyanophenyl)-5-methoxy-2-oxopyridin-1(2H)-yl]-3-(1-methylcyclopropyl)propanoic acid). The reactants are ClC=1C=CC(=C(C1)C1=CC(N(C=C1OC)C(C(=O)OC(C)(C)C)CC1(CC1)C)=O)C#N (tert-butyl 2-[4-(5-chloro-2-cyanophenyl)-5-methoxy-2-oxopyridin-1(2H)-yl]-3-(1-methylcyclopropyl)propanoate), C(=O)(C(F)(F)F)O (TFA). The reactants are C(C1=CC=CC=C1)N1CC(OCC1)C1=CC=C(C=C1)OCCCCCCCC (4-benzyl-2-(4-octyloxy-phenyl)-morpholine). The reagents and catalysts are [OH-].[Pd+2].[OH-] (palladium hydroxide). Run in CO (MeOH). Product: C(CCCCCCC)OC1=CC=C(C=C1)C1CNCCO1 (2-(4-octyloxy-phenyl)-morpholine). The yield is 95.8%. As a reaction SMILES: C([N:8]1[CH2:13][CH2:12][O:11][CH:10]([C:14]2[CH:19]=[CH:18][C:17]([O:20][CH2:21][CH2:22][CH2:23][CH2:24][CH2:25][CH2:26][CH2:27][CH3:28])=[CH:16][CH:15]=2)[CH2:9]1)C1C=CC=CC=1>CO.[OH-].[Pd+2].[OH-]>[CH2:21]([O:20][C:17]1[CH:16]=[CH:15][C:14]([CH:10]2[O:11][CH2:12][CH2:13][NH:8][CH2:9]2)=[CH:19][CH:18]=1)[CH2:22][CH2:23][CH2:24][CH2:25][CH2:26][CH2:27][CH3:28] |f:2.3.4|. Procedure details: To a solution of 4-benzyl-2-(4-octyloxy-phenyl)-morpholine (20.22 g; 53 mmol) in MeOH (400 mL) was added palladium hydroxide (0.74 g; 5.30 mmol). The mixture was treated with H2, at normal pressure, overnight. The reaction mixture was filtered over Kieselguhr. The filter-cake was washed with a solution of ammonia in MeOH. Evaporation of the solvent afforded 2-(4-octyloxy-phenyl)-morpholine (14.80 g), which was used as such in the next step. Starting materials: O=C([O-])O, CCOC(=O)C=CC1CCCN1C(=O)OCc1ccccc1, CC(C)C[Al+]CC(C)C, [H-], [Na+], C1CCOC1. The product is O=C(OCc1ccccc1)N1CCCC1C=CCO. RXN SMILES: [C:33](=[O:34])([O-:35])[OH:36].[CH2:1]([c:2]1[cH:3][cH:4][cH:5][cH:6][cH:7]1)[O:8][C:9](=[O:10])[N:11]1[CH:12]([CH:16]=[CH:17][C:18](=[O:19])[O:20][CH2:21][CH3:22])[CH2:13][CH2:14][CH2:15]1.[CH2:24]([Al+:25][CH2:26][CH:27]([CH3:28])[CH3:29])[CH:30]([CH3:31])[CH3:32].[H-:23].[Na+:37].[O:38]1[CH2:39][CH2:40][CH2:41][CH2:42]1>>[CH2:1]([c:2]1[cH:3][cH:4][cH:5][cH:6][cH:7]1)[O:8][C:9](=[O:10])[N:11]1[CH:12]([CH:16]=[CH:17][CH2:18][OH:19])[CH2:13][CH2:14][CH2:15]1.